From a dataset of the Open Reaction Database (ORD), a public repository of structured organic reaction records. describe an organic reaction: reactants, conditions, products, and yield As a reaction SMILES: [Cl:1][C:2]1[CH:3]=[CH:4][C:5]2[N:9]=[C:8]([C:10]3[CH:11]=[N:12][CH:13]=[CH:14][C:15]=3[CH:16]=[O:17])[N:7]([CH3:18])[C:6]=2[CH:19]=1.[BH4-].[Na+]>CO>[Cl:1][C:2]1[CH:3]=[CH:4][C:5]2[N:9]=[C:8]([C:10]3[CH:11]=[N:12][CH:13]=[CH:14][C:15]=3[CH2:16][OH:17])[N:7]([CH3:18])[C:6]=2[CH:19]=1 |f:1.2|. Starting materials: ClC=1C=CC2=C(N(C(=N2)C=2C=NC=CC2C=O)C)C1 (3-(6-chloro-1-methyl-1H-benzoimidazol-2-yl)-pyridine-4-carbaldehyde), [BH4-].[Na+] (sodium borohydride). Yields the product ClC=1C=CC2=C(N(C(=N2)C=2C=NC=CC2CO)C)C1 ([3-(6-chloro-1-methyl-1H-benzoimidazol-2-yl)-pyridin-4-yl]-methanol). Solvent: CO (MeOH). Run at time 30 minute. Procedure: To a solution of 3-(6-chloro-1-methyl-1H-benzoimidazol-2-yl)-pyridine-4-carbaldehyde (50 mg, 0.184 mmol) in MeOH (4 mL) at 0° C. was added sodium borohydride (10.44 mg, 0.276 mmol). The mixture was stirred at room temperature for 30 min. The reaction was quenched with water (0.5 mL) and the mixture was concentrated in vacuo. The crude was taken up in MeOH (5 mL) and purified on HPLC using RP18 column and gradient 0.1% aqueous NH4OH in acetonitrile to afford pure product [3-(6-chloro-1-methyl-1H-... The reactants are O=[N+]([O-])c1ccc(Br)cc1NCc1ccccc1, CN1CCCC1=O, O, O=C(c1ccccc1)N1CCNCC1. Yields the product O=C(c1ccccc1)N1CCN(c2ccc([N+](=O)[O-])c(NCc3ccccc3)c2)CC1. RXN SMILES: [CH2:1]([c:2]1[cH:3][cH:4][cH:5][cH:6][cH:7]1)[NH:8][c:9]1[c:10]([N+:16](=[O:17])[O-:18])[cH:11][cH:12][c:13]([Br:15])[cH:14]1.[CH3:34][N:35]1[CH2:36][CH2:37][CH2:38][C:39]1=[O:40].[OH2:33].[c:19]1([C:25](=[O:26])[N:27]2[CH2:28][CH2:29][NH:30][CH2:31][CH2:32]2)[cH:20][cH:21][cH:22][cH:23][cH:24]1>>[CH2:1]([c:2]1[cH:3][cH:4][cH:5][cH:6][cH:7]1)[NH:8][c:9]1[c:10]([N+:16](=[O:17])[O-:18])[cH:11][cH:12][c:13]([N:30]2[CH2:29][CH2:28][N:27]([C:25]([c:19]3[cH:20][cH:21][cH:22][cH:23][cH:24]3)=[O:26])[CH2:32][CH2:31]2)[cH:14]1. Reactants: BrC=1C=C2C(=NNC2=CC1)C (5-Bromo-3-methyl-1H-indazole), PdCl2(PPh)2, C(#C)[Si](C)(C)C (ethynyltrimethylsilane). Reagents/catalysts: [Cu]I (CuI). Solvent: CCN(CC)CC (Et3N). The product is CC1=NNC2=CC=C(C=C12)C#C[Si](C)(C)C (3-Methyl-5-(2-(trimethylsilyl)ethynyl)-1H-indazole). Reaction SMILES: Br[C:2]1[CH:3]=[C:4]2[C:8](=[CH:9][CH:10]=1)[NH:7][N:6]=[C:5]2[CH3:11].[C:12]([Si:14]([CH3:17])([CH3:16])[CH3:15])#[CH:13]>CCN(CC)CC.[Cu]I>[CH3:11][C:5]1[C:4]2[C:8](=[CH:9][CH:10]=[C:2]([C:13]#[C:12][Si:14]([CH3:17])([CH3:16])[CH3:15])[CH:3]=2)[NH:7][N:6]=1. Procedure: 5-Bromo-3-methyl-1H-indazole (1.72 g, 8.2 mmol), PdCl2(PPh)2 (1.14 g, 1.64 mmol), CuI (155 mg, 0.82 mmol) and ethynyltrimethylsilane (3.5 mL, 24.6 mmol) were dissolved in 180 mL Et3N and refluxed over night. The mixture was cooled to room temperature, filtered and evaporated. The residue was taken up in MeOH (100 mL), filtered again and evaporated. The product thus obtained was purified on glass column chromatography (20% EtOAc in hexane). The title compound was obtained as a dark solid. LCMS (A... Starting materials: C([O-])([O-])=O.[K+].[K+] (potassium carbonate), BrCCC1=CC=CC=C1 ((2-bromoethyl)benzene), BrC1=CC=C(C(C=O)=C1)O (5-bromosalicylaldehyde). Run in CN(C=O)C (N,N-dimethylformamide). Reaction conditions: time 38 hour. The product is BrC=1C=CC(=C(C=O)C1)OCCC1=CC=CC=C1 (5-bromo-2-(2-phenylethoxy)benzaldehyde). As a reaction SMILES: [Br:1][C:2]1[CH:9]=[C:6]([CH:7]=[O:8])[C:5]([OH:10])=[CH:4][CH:3]=1.C(=O)([O-])[O-].[K+].[K+].Br[CH2:18][CH2:19][C:20]1[CH:25]=[CH:24][CH:23]=[CH:22][CH:21]=1>CN(C)C=O>[Br:1][C:2]1[CH:3]=[CH:4][C:5]([O:10][CH2:18][CH2:19][C:20]2[CH:25]=[CH:24][CH:23]=[CH:22][CH:21]=2)=[C:6]([CH:9]=1)[CH:7]=[O:8] |f:1.2.3|. Procedure details: 66.02 g of 5-bromosalicylaldehyde was dissolved in 260 ml of N,N-dimethylformamide. Then 113.35 g of anhydrous potassium carbonate and 111.71 ml of (2-bromoethyl)benzene were added thereto and the resulting mixture was stirred at room temperature for 38 hours. After evaporation of the solvent under reduced pressure, ethyl acetate and water were added to the residue and the mixture was separated. The organic layer was collected and dried over anhydrous sodium sulfate. After evaporation of the sol... Starting materials: ClC1=CC=C(C=C1)N1C(OC(C1C(C)C)=O)=O (3-(4-chlorophenyl)-4-isopropyl-oxazolidine-2,5-dione), CN(C)C1=NC=CC=C1 (dimethylaminopyridine), O(C1=CC=CC=C1)C1=CC=CC(=N1)CO ((6-phenoxy-2-pyridyl)methanol). The solvent is O1CCCC1 (tetrahydrofuran), O1CCCC1 (tetrahydrofuran). Run at time 20 hour. Yields the product (6-phenoxy-2-pyridyl)methyl ester, ClC1=CC=C(C=C1)N[C@@H](C(C)C)C(=O)O (N-(4-chlorophenyl)valine). As a reaction SMILES: [Cl:1][C:2]1[CH:7]=[CH:6][C:5]([N:8]2[CH:12]([CH:13]([CH3:15])[CH3:14])[C:11](=[O:16])[O:10]C2=O)=[CH:4][CH:3]=1.CN(C1C=CC=CN=1)C.O(C1N=C(CO)C=CC=1)C1C=CC=CC=1>O1CCCC1>[Cl:1][C:2]1[CH:3]=[CH:4][C:5]([NH:8][C@H:12]([C:11]([OH:16])=[O:10])[CH:13]([CH3:15])[CH3:14])=[CH:6][CH:7]=1. Procedure details: To a solution of 3-(4-chlorophenyl)-4-isopropyl-oxazolidine-2,5-dione (336 mg, 1.32 mmol) and dimethylaminopyridine in 5 ml of dry tetrahydrofuran is added a solution of (6-phenoxy-2-pyridyl)methanol (254 mg, 1.26 mmol) in 3 ml of dry tetrahydrofuran. The reaction mixture is stirred for about 20 hours, under dry air, and then diluted with ether followed by washing with saturated aqueous sodium bicarbonate, water and saturated aqueous sodium chloride. After drying over calcium sulfate, solvent is... Reactants: O=C1C=2C=CC=NC2CCC1CC(=O)OC (methyl 5,6,7,8-tetrahydro-5-oxoquinoline-6-acetate), N1=CC=CC=2C(CCCC12)=O (7,8-dihydroquinoline-5(6H)-one), ClC1=CC=C(C=C1)NN (4-chlorophenylhydrazine). RXN SMILES: O=[C:2]1[CH:11]([CH2:12][C:13]([O:15]C)=O)[CH2:10][CH2:9][C:8]2[N:7]=[CH:6][CH:5]=[CH:4][C:3]1=2.N1C2CCCC(=O)C=2C=CC=1.[Cl:28][C:29]1[CH:34]=[CH:33][C:32]([NH:35][NH2:36])=[CH:31][CH:30]=1>>[Cl:28][C:29]1[CH:34]=[CH:33][C:32]([N:35]2[C:13](=[O:15])[CH2:12][CH:11]3[C:2]([C:3]4[CH:4]=[CH:5][CH:6]=[N:7][C:8]=4[CH2:9][CH2:10]3)=[N:36]2)=[CH:31][CH:30]=1. Procedure details: Prepared according to the method described in Example 1 from methyl 5,6,7,8-tetrahydro-5-oxoquinoline-6-acetate (prepared from 7,8-dihydroquinoline-5(6H)-one (J. Med. Chem. (1991)34, 2736) according to the method of Wu et al supra) and 4-chlorophenylhydrazine. Product: ClC1=CC=C(C=C1)N1N=C2C3=C(CCC2CC1=O)N=CC=C3 (2-(4-Chlorophenyl)-4,4a,5,6-tetrahydropyrido[2,3-h]cinnolin-3(2H)-one). Starting materials: NC1=CC2=C(N(C=N2)[C@H](CC(=O)OC)C2=CC=CC=C2)C=C1 (methyl (3R)-3-(5-amino-1H-benzimidazol-1-yl)-3-phenylpropanoate), 2-ethoxyethanol ester, C(C)(C)NC(C)C (N,N-diisopropylamine), C1(=CC=CC=C1)N=C=O (phenyl isocyanate). The solvent is CO (methanol). Conditions: time 12 hour. Product: N(C1=CC=CC=C1)C(=O)NC1=CC2=C(N(C=N2)[C@H](CC(=O)OC)C2=CC=CC=C2)C=C1 (Methyl (3R)-3-{5-[(anilinocarbonyl)amino]-1H-benzimidazol-1-yl}-3-phenylpropanoate), Phase I. As a reaction SMILES: [NH2:1][C:2]1[CH:22]=[CH:21][C:5]2[N:6]([C@@H:9]([C:15]3[CH:20]=[CH:19][CH:18]=[CH:17][CH:16]=3)[CH2:10][C:11]([O:13][CH3:14])=[O:12])[CH:7]=[N:8][C:4]=2[CH:3]=1.C(NC(C)C)(C)C.[C:30]1([N:36]=[C:37]=[O:38])[CH:35]=[CH:34][CH:33]=[CH:32][CH:31]=1>CO>[NH:36]([C:37]([NH:1][C:2]1[CH:22]=[CH:21][C:5]2[N:6]([C@@H:9]([C:15]3[CH:16]=[CH:17][CH:18]=[CH:19][CH:20]=3)[CH2:10][C:11]([O:13][CH3:14])=[O:12])[CH:7]=[N:8][C:4]=2[CH:3]=1)=[O:38])[C:30]1[CH:35]=[CH:34][CH:33]=[CH:32][CH:31]=1. Reported procedure: To a solution of the crude mixture of methyl (3R)-3-(5-amino-1H-benzimidazol-1-yl)-3-phenylpropanoate and the corresponding 2-ethoxyethanol ester (186 mg, ca. 629 μmol) in methanol (5.5 mL) was added N,N-diisopropylamine (132 μL, 750 μmol) and phenyl isocyanate (82 μL, 750 μmol). The solution was stirred at room temperature for 12 hours, then evaporated in vacuo, and purified by flash column chromatography on silica gel, eluting with a mixture of dichloromethane and methanol (95:5) to afford the... Reactants: O=C(C1CC1)N1CCC(Cc2n[nH]c(=O)n2-c2ccc(Br)cc2F)C1, O=C([O-])[O-], [K+], [K+], C1COCCO1, OB(O)c1ccc(F)cc1. Product: O=C(C1CC1)N1CCC(Cc2n[nH]c(=O)n2-c2ccc(-c3ccc(F)cc3)cc2F)C1. As a reaction SMILES: [Br:1][c:2]1[cH:3][c:4]([F:25])[c:5](-[n:8]2[c:9](=[O:24])[nH:10][n:11][c:12]2[CH2:13][CH:14]2[CH2:15][N:16]([C:19](=[O:20])[CH:21]3[CH2:22][CH2:23]3)[CH2:17][CH2:18]2)[cH:6][cH:7]1.[C:36](=[O:37])([O-:38])[O-:39].[K+:40].[K+:41].[O:42]1[CH2:43][CH2:44][O:45][CH2:46][CH2:47]1.[OH:26][B:27]([OH:28])[c:29]1[cH:30][cH:31][c:32]([F:33])[cH:34][cH:35]1>>[c:2]1(-[c:29]2[cH:30][cH:31][c:32]([F:33])[cH:34][cH:35]2)[cH:3][c:4]([F:25])[c:5](-[n:8]2[c:9](=[O:24])[nH:10][n:11][c:12]2[CH2:13][CH:14]2[CH2:15][N:16]([C:19](=[O:20])[CH:21]3[CH2:22][CH2:23]3)[CH2:17][CH2:18]2)[cH:6][cH:7]1.